describe an organic reaction: reactants, conditions, products, and yield From a dataset of the Open Reaction Database (ORD), a public repository of structured organic reaction records. The reactants are OC1=CC=NC=C1 (4-hydroxypyridine), [H-].[Na+] (sodium hydride), ClC1=C(C=NC2=C(C=CC=C12)NC(C1=C(C=CC=C1Cl)Cl)=O)C (4-chloro-8-(2,6-dichlorobenzoylamino)-3-methylquinoline). The solvent is CN1C(CCC1)=O (N-methylpyrrolidone). Reaction conditions: time 30 minute. Yields the product ClC1=C(C(=O)NC=2C=CC=C3C(=C(C=NC23)C)N2C=CC(C=C2)=O)C(=CC=C1)Cl (8-(2,6-dichlorobenzoylamino)-3-methyl-4-(1,4-dihydro-4-oxopyridin-1-yl)quinoline). The yield is 79.7%. As a reaction SMILES: [OH:1][C:2]1[CH:7]=[CH:6][N:5]=[CH:4][CH:3]=1.[H-].[Na+].Cl[C:11]1[C:20]2[C:15](=[C:16]([NH:21][C:22](=[O:31])[C:23]3[C:28]([Cl:29])=[CH:27][CH:26]=[CH:25][C:24]=3[Cl:30])[CH:17]=[CH:18][CH:19]=2)[N:14]=[CH:13][C:12]=1[CH3:32]>CN1CCCC1=O>[Cl:30][C:24]1[CH:25]=[CH:26][CH:27]=[C:28]([Cl:29])[C:23]=1[C:22]([NH:21][C:16]1[CH:17]=[CH:18][CH:19]=[C:20]2[C:15]=1[N:14]=[CH:13][C:12]([CH3:32])=[C:11]2[N:5]1[CH:6]=[CH:7][C:2](=[O:1])[CH:3]=[CH:4]1)=[O:31] |f:1.2|. Procedure details: To a solution of 4-hydroxypyridine (114 mg) in N-methylpyrrolidone (3 ml) was added sodium hydride (60% in oil, 28.9 mg) under ice-cooling, and the mixture was stirred for 30 minutes. To the mixture was added 4-chloro-8-(2,6-dichlorobenzoylamino)-3-methylquinoline (200 mg), and the mixture was stirred for 1.5 hours at 120° C. The mixture was extracted with ethyl acetate, and the extract was washed with water and brine, dried over magnesium sulfate and concentrated in vacuo. The residue was purif... Reactants: O1CCN(CC1)C1=NC=C(C=C1NC1=C(C(=NC2=CC(=CC(=C12)F)F)C1=NC=CC=C1)C)N1CCOCC1 (N-(2,5-dimorpholinopyridin-3-yl)-5,7-difluoro-3-methyl-2-(pyridin-2-yl)quinolin-4-amine), ICC (iodoethane), O (Water), [H-].[Na+] (sodium hydride). Run in CN(C=O)C (N,N-dimethylformamide). Reaction conditions: temperature 60 celsius, time 41 hour. Yields the product N1(CCOCC1)C1=NC=C(C=C1N(C1=C(C(=NC2=CC(=CC(=C12)F)F)C1=NC=CC=C1)C)CC)N1CCOCC1 (N-(2,5-di-4-morpholinyl-3-pyridinyl)-N-ethyl-5,7-difluoro-3-methyl-2-(2-pyridinyl)-4-quinolinamine). Reaction SMILES: [O:1]1[CH2:6][CH2:5][N:4]([C:7]2[C:12]([NH:13][C:14]3[C:23]4[C:18](=[CH:19][C:20]([F:25])=[CH:21][C:22]=4[F:24])[N:17]=[C:16]([C:26]4[CH:31]=[CH:30][CH:29]=[CH:28][N:27]=4)[C:15]=3[CH3:32])=[CH:11][C:10]([N:33]3[CH2:38][CH2:37][O:36][CH2:35][CH2:34]3)=[CH:9][N:8]=2)[CH2:3][CH2:2]1.I[CH2:40][CH3:41].[H-].[Na+].O>CN(C)C=O>[N:4]1([C:7]2[C:12]([N:13]([CH2:40][CH3:41])[C:14]3[C:23]4[C:18](=[CH:19][C:20]([F:25])=[CH:21][C:22]=4[F:24])[N:17]=[C:16]([C:26]4[CH:31]=[CH:30][CH:29]=[CH:28][N:27]=4)[C:15]=3[CH3:32])=[CH:11][C:10]([N:33]3[CH2:38][CH2:37][O:36][CH2:35][CH2:34]3)=[CH:9][N:8]=2)[CH2:5][CH2:6][O:1][CH2:2][CH2:3]1 |f:2.3|. Procedure details: To a stirred solution of N-(2,5-dimorpholinopyridin-3-yl)-5,7-difluoro-3-methyl-2-(pyridin-2-yl)quinolin-4-amine (0.050 g, 0.096 mmol), in N,N-dimethylformamide (1.0 mL) was added iodoethane (0.030 g, 0.193 mmol) followed by 60% sodium hydride (7.71 mg, 0.193 mmol). The reaction was heated to 60° C. and stirring continued for 41 h. Water was added to quench the reaction and the resulting mixture was extracted with EtOAc (3×10 mL). The combined organic layers were dried over magnesium sulfate, fi... Reactants: C(CCC)C1=NC2=C(N1CC1=CC=C(C=C1)C=1C(=CC=CC1)C(=O)OC(C)(C)C)C(=CC=C2C)OCCCCN2CNC1C2=CC=CC1 (tert.-butyl 4'-[[2-n-butyl-4-methyl-7-[4-(tetrahydrobenzimidazol-1-yl)-butyloxy]-benzimidazol-1-yl]-methyl]-biphenyl-2-carboxylate), FC(C(=O)O)(F)F (trifluoroacetic acid). Run in C(Cl)Cl (methylene chloride). Yields the product C(CCC)C1=NC2=C(N1CC1=CC=C(C=C1)C=1C(=CC=CC1)C(=O)O)C(=CC=C2C)OCCCCN2CNC1C2=CC=CC1 (4'-[[2-n-Butyl-4-methyl-7-[4-(tetrahydrobenzimidazol-1-yl)-butyloxy]-benzimidazol-1-yl]-methyl]-biphenyl-2-carboxylic acid). RXN SMILES: [CH2:1]([C:5]1[N:9]([CH2:10][C:11]2[CH:16]=[CH:15][C:14]([C:17]3[C:18]([C:23]([O:25]C(C)(C)C)=[O:24])=[CH:19][CH:20]=[CH:21][CH:22]=3)=[CH:13][CH:12]=2)[C:8]2[C:30]([O:35][CH2:36][CH2:37][CH2:38][CH2:39][N:40]3[C:44]4=[CH:45][CH:46]=[CH:47][CH2:48][CH:43]4[NH:42][CH2:41]3)=[CH:31][CH:32]=[C:33]([CH3:34])[C:7]=2[N:6]=1)[CH2:2][CH2:3][CH3:4].FC(F)(F)C(O)=O>C(Cl)Cl>[CH2:1]([C:5]1[N:9]([CH2:10][C:11]2[CH:16]=[CH:15][C:14]([C:17]3[C:18]([C:23]([OH:25])=[O:24])=[CH:19][CH:20]=[CH:21][CH:22]=3)=[CH:13][CH:12]=2)[C:8]2[C:30]([O:35][CH2:36][CH2:37][CH2:38][CH2:39][N:40]3[C:44]4=[CH:45][CH:46]=[CH:47][CH2:48][CH:43]4[NH:42][CH2:41]3)=[CH:31][CH:32]=[C:33]([CH3:34])[C:7]=2[N:6]=1)[CH2:2][CH2:3][CH3:4]. Reported procedure: Prepared analogously to Example 1 from tert.-butyl 4'-[[2-n-butyl-4-methyl-7-[4-(tetrahydrobenzimidazol-1-yl)-butyloxy]-benzimidazol-1-yl]-methyl]-biphenyl-2-carboxylate and trifluoroacetic acid in methylene chloride. RXN SMILES: [CH2:1]([c:2]1[cH:3][cH:4][cH:5][cH:6][cH:7]1)[NH:8][CH2:9][c:10]1[cH:11][cH:12][cH:13][cH:14][cH:15]1.[CH2:49]([Cl:50])[Cl:51].[CH2:52]([Cl:53])[Cl:54].[CH3:16][CH:17]([CH2:18][NH:19][c:20]1[c:21]([N+:38](=[O:39])[O-:40])[c:22]([O:30][S:31]([C:32]([F:33])([F:34])[F:35])(=[O:36])=[O:37])[n:23][c:24]2[cH:25][cH:26][cH:27][cH:28][c:29]12)[CH3:41].[CH3:42][c:43]1[cH:44][cH:45][cH:46][cH:47][cH:48]1.[CH3:55][CH2:56][CH2:57][CH2:58][CH2:59][CH3:60]>>[CH2:1]([c:2]1[cH:3][cH:4][cH:5][cH:6][cH:7]1)[N:8]([CH2:9][c:10]1[cH:11][cH:12][cH:13][cH:14][cH:15]1)[c:22]1[c:21]([N+:38](=[O:39])[O-:40])[c:20]([NH:19][CH2:18][CH:17]([CH3:16])[CH3:41])[c:29]2[c:24]([n:23]1)[cH:25][cH:26][cH:27][cH:28]2. Yields the product CC(C)CNc1c([N+](=O)[O-])c(N(Cc2ccccc2)Cc2ccccc2)nc2ccccc12. The reactants are c1ccc(CNCc2ccccc2)cc1, ClCCl, ClCCl, CC(C)CNc1c([N+](=O)[O-])c(OS(=O)(=O)C(F)(F)F)nc2ccccc12, Cc1ccccc1, CCCCCC. Reactants: O=C([O-])[O-], CN(CCCl)CCCl, CN(C)C=O, Cl, [K+], [K+], O, O=c1c2ccccc2sc2c(O)ccc(O)c12. The product is CN(CCCl)CCOc1ccc(O)c2sc3ccccc3c(=O)c12. RXN SMILES: [C:18](=[O:19])([O-:20])[O-:21].[CH3:25][N:26]([CH2:27][CH2:28][Cl:29])[CH2:30][CH2:31][Cl:32].[CH3:34][N:35]([CH3:36])[CH:37]=[O:38].[ClH:24].[K+:22].[K+:23].[OH2:33].[OH:1][c:2]1[cH:3][cH:4][c:5]([OH:17])[c:6]2[s:7][c:8]3[cH:9][cH:10][cH:11][cH:12][c:13]3[c:14](=[O:16])[c:15]12>>[O:1]([c:2]1[cH:3][cH:4][c:5]([OH:17])[c:6]2[s:7][c:8]3[cH:9][cH:10][cH:11][cH:12][c:13]3[c:14](=[O:16])[c:15]12)[CH2:31][CH2:30][N:26]([CH3:25])[CH2:27][CH2:28][Cl:29]. Starting materials: [OH-].[K+] (potassium hydroxide), CC1(OC2=CC(=C(C=C2C(C1)(C)C)/C(=C/C1=CC=C(C(=O)OCC)C=C1)/C)C)C (ethyl 4-[(E) -2- (2,2,4,4,7-pentamethylchroman-6-yl)propen-1-yl]benzoate), CC1(OC2=CC(=C(C=C2C(C1)(C)C)/C(=C/C1=CC=C(C(=O)OCC)C=C1)/C)C)C (ethyl 4-[(E) -2- (2,2,4,4,7-pentamethylchroman-6-yl)propen-1-yl]benzoate). The solvent is C(C)O (ethanol). The product is CC1(OC2=CC(=C(C=C2C(C1)(C)C)/C(=C/C1=CC=C(C(=O)O)C=C1)/C)C)C (4-[(E)-2-(2,2,4,4,7-pentamethylchroman-6-yl) propen-1-yl]benzoic acid). RXN SMILES: [OH-].[K+].[CH3:3][C:4]1([CH3:31])[CH2:13][C:12]([CH3:15])([CH3:14])[C:11]2[C:6](=[CH:7][C:8]([CH3:30])=[C:9](/[C:16](/[CH3:29])=[CH:17]/[C:18]3[CH:28]=[CH:27][C:21]([C:22]([O:24]CC)=[O:23])=[CH:20][CH:19]=3)[CH:10]=2)[O:5]1>C(O)C>[CH3:3][C:4]1([CH3:31])[CH2:13][C:12]([CH3:14])([CH3:15])[C:11]2[C:6](=[CH:7][C:8]([CH3:30])=[C:9](/[C:16](/[CH3:29])=[CH:17]/[C:18]3[CH:28]=[CH:27][C:21]([C:22]([OH:24])=[O:23])=[CH:20][CH:19]=3)[CH:10]=2)[O:5]1 |f:0.1|. Procedure: A solution of potassium hydroxide in ethanol was added to ethyl 4-[(E) -2- (2,2,4,4,7-pentamethylchroman-6-yl)propen-1-yl]benzoate (Compound 24) and the resulting mixture stirred at room temperature. Solvent was removed in-vacuo and the resulting solid taken-up in water, acidified using 1N HCl, and extracted three times was ether. The ether extracts were washed with water, brine and dried (MgSO4). The solvent was removed in-vacuo to give the title compound as a pale yellow solid. The reactants are FC=1C=C2CC(COC2=CC1I)CCC (6-fluoro-7-iodo-3-propylchroman), C(CC(=O)OCC)(=O)OCC (diethyl malonate), C([O-])([O-])=O.[Cs+].[Cs+] (caesium carbonate), C1(=CC=CC=C1)C1=C(C=CC=C1)O (o-phenylphenol). Reagents/catalysts: [Cu]I (copper(I) iodide). Solvent: CCOCC (ether), C1CCOC1 (THF). Product: FC=1C=C2CC(COC2=CC1C(C(=O)OCC)C(=O)OCC)CCC (Diethyl 2-(6-fluoro-3-propylchroman-7-yl)malonate). Reaction SMILES: C(=O)([O-])[O-].[Cs+].[Cs+].C1(C2C=CC=CC=2O)C=CC=CC=1.[F:20][C:21]1[CH:22]=[C:23]2[C:28](=[CH:29][C:30]=1I)[O:27][CH2:26][CH:25]([CH2:32][CH2:33][CH3:34])[CH2:24]2.[C:35]([O:43][CH2:44][CH3:45])(=[O:42])[CH2:36][C:37]([O:39][CH2:40][CH3:41])=[O:38]>C1COCC1.[Cu]I.CCOCC>[F:20][C:21]1[CH:22]=[C:23]2[C:28](=[CH:29][C:30]=1[CH:36]([C:37]([O:39][CH2:40][CH3:41])=[O:38])[C:35]([O:43][CH2:44][CH3:45])=[O:42])[O:27][CH2:26][CH:25]([CH2:32][CH2:33][CH3:34])[CH2:24]2 |f:0.1.2|. Procedure: 17.0 g (52.2 mmol) of anhydrous caesium carbonate, 700 mg (3.67 mmol) of copper(I) iodide and 700 mg (4.11 mmol) of o-phenylphenol are initially introduced under dry nitrogen, a solution of 11.4 g (33.5 mmol) of 6-fluoro-7-iodo-3-propylchroman and 16.0 g (100 mmol) of diethyl malonate in 150 ml of THF is added, and the mixture is heated under reflux overnight. MTB ether is subsequently added to the batch, which is washed with dil. hydrochloric acid and dried over sodium sulfate. The solvent is r... Starting materials: B(=O)O[O-].O.[Na+] (sodium perborate monohydrate), COC(C1=CC(=NC(=C1)SCCC)N[C@@H](C)CC)=O ((S)-2-sec-butylamino-6-propylsulfanyl-isonicotinic acid methyl ester). The solvent is C(C)(=O)O (acetic acid). Reaction conditions: time 8 hour. Product: COC(C1=CC(=NC(=C1)[S@@](=O)CCC)NC(C)CC)=O ((S)-2-sec-Butylamino-6-(propane-1-sulfinyl)-isonicotinic acid methyl ester). Yield: 58.0%. As a reaction SMILES: B(O[O-])=O.[OH2:5].[Na+].[CH3:7][O:8][C:9](=[O:25])[C:10]1[CH:15]=[C:14]([S:16][CH2:17][CH2:18][CH3:19])[N:13]=[C:12]([NH:20][C@H:21]([CH2:23][CH3:24])[CH3:22])[CH:11]=1>C(O)(=O)C>[CH3:7][O:8][C:9](=[O:25])[C:10]1[CH:15]=[C:14]([S@:16]([CH2:17][CH2:18][CH3:19])=[O:5])[N:13]=[C:12]([NH:20][CH:21]([CH2:23][CH3:24])[CH3:22])[CH:11]=1 |f:0.1.2|. Reported procedure: Add sodium perborate monohydrate (0.133 g, 1.33 mmol) to a cooled solution of (S)-2-sec-butylamino-6-propylsulfanyl-isonicotinic acid methyl ester (0.396 g, 1.40 mmol) in acetic acid (4 mL). Stir at room temperature overnight and concentrate. Dissolve the residue in ethyl acetate and wash the solution with aqueous sodium bicarbonate, saturated aqueous sodium chloride, dry (magnesium sulfate), concentrate and purify (silica gel chromatography, eluting with 30:70 ethyl acetate:hexanes) to give the... Starting materials: N (ammonia), C([O-])(O)=O.[Na+] (sodium bicarbonate), FC(C(C(=O)[O-])(F)F)(F)F.[Na+] (sodium pentafluoropropionate), ClC1=NC=C(C=C1)I (2-chloro-5-iodopyridine), CN (methylamine). Reagents/catalysts: [Cu](I)I (copper iodide). Solvent: C=1(C(=CC=CC1)C)C (xylene), CN1CCCC1=O (NMP). Run at temperature 150 celsius, time 5.5 hour. Yields the product CNC1=NC=C(C=C1)C(C(F)(F)F)(F)F (methyl-(5-pentafluoroethyl-pyridin-2-yl)-amine). Reaction SMILES: [F:1][C:2]([F:10])([F:9])[C:3]([F:8])([F:7])[C:4]([O-])=O.[Na+].Cl[C:13]1[CH:18]=[CH:17]C(I)=[CH:15][N:14]=1.[CH3:20][NH2:21].N.C(=O)(O)[O-].[Na+]>[Cu](I)I.C1(C)C(C)=CC=CC=1.CN1C(=O)CCC1>[CH3:20][NH:21][C:13]1[CH:18]=[CH:17][C:4]([C:3]([F:8])([F:7])[C:2]([F:10])([F:9])[F:1])=[CH:15][N:14]=1 |f:0.1,5.6|. Procedure details: 28 g of sodium pentafluoropropionate and 14 g of copper iodide were added to a mixture of 7.2 g of 2-chloro-5-iodopyridine, 75 mL of NMP and 75 mL of xylene under room temperature, and the mixture was heated to 150° C. and heated and stirred for 5.5 hours. After cooling the mixture to 80° C., 180 mL of a 40% aqueous methylamine solution was added in 4 parts every 2 hours, and the mixture was heated and stirred for 8.5 hours. After the reaction, the mixture was ice-cooled to 0° C., a 28% aqueous ...